This data is from the Open Reaction Database (ORD), a public repository of structured organic reaction records. The task is: describe an organic reaction: reactants, conditions, products, and yield Starting materials: ClC=1C=C(C=C(C1)Cl)NC(C)C(=O)O (N-(3,5-dichlorophenyl)-D,L-alanine), Cl.COC([C@@H](N)C)=O (L-alanine methyl ester hydrochloride). Product: COC([C@@H](NC(C(NC1=CC(=CC(=C1)Cl)Cl)C)=O)C)=O (N-[N-(3,5-dichlorophenyl)-D,L-alanyl]-L-alanine methyl ester). Reaction SMILES: [Cl:1][C:2]1[CH:3]=[C:4]([NH:9][CH:10]([C:12]([OH:14])=O)[CH3:11])[CH:5]=[C:6]([Cl:8])[CH:7]=1.Cl.[CH3:16][O:17][C:18](=[O:22])[C@H:19]([CH3:21])[NH2:20]>>[CH3:16][O:17][C:18](=[O:22])[C@H:19]([CH3:21])[NH:20][C:12](=[O:14])[CH:10]([CH3:11])[NH:9][C:4]1[CH:5]=[C:6]([Cl:8])[CH:7]=[C:2]([Cl:1])[CH:3]=1 |f:1.2|. Procedure: Following General Procedure D and using N-(3,5 -dichlorophenyl)-D,L-alanine (from Example B above) and L-alanine methyl ester hydrochloride (Sigma), the title compound was prepared as a oil. The reaction product was purified by silica gel chromatography using 50% ethyl acetate/hexane. Starting materials: BrC1=CC(=C(C=C1)O)[N+](=O)[O-] (4-bromo-2-nitrophenol), [OH-].[Na+] (sodium hydroxide), O1CCCC1 (tetrahydrofuran), Cl (hydrochloric acid), O1CCC(CC1)=O (tetrahydro-4H-pyran-4-one). Solvent: C(Cl)(Cl)Cl (chloroform). Run at time 15 minute. The product is BrC=1C=CC2=C(NC(C3(CCOCC3)O2)=O)C1 (6-Bromo-2′,3′,5′,6′-tetrahydrospiro[1,4-benzoxazine-2,4′-pyran]-3(4H)-one). Reaction SMILES: [Br:1][C:2]1[CH:7]=[CH:6][C:5]([OH:8])=[C:4]([N+:9]([O-])=O)[CH:3]=1.[OH-].[Na+].[O:14]1[CH2:19][CH2:18][C:17](=O)[CH2:16][CH2:15]1.Cl.[O:22]1CCC[CH2:23]1>C(Cl)(Cl)Cl>[Br:1][C:2]1[CH:7]=[CH:6][C:5]2[O:8][C:17]3([CH2:18][CH2:19][O:14][CH2:15][CH2:16]3)[C:23](=[O:22])[NH:9][C:4]=2[CH:3]=1 |f:1.2|. Reported procedure: To a solution of 4-bromo-2-nitrophenol (5.0 g) in tetrahydrofuran (80 ml) was added sodium hydroxide powder (7.8 g), and the mixture was stirred at room temperature for 15 minutes, and further thereto was added tetrahydro-4H-pyran-4-one (180 ml). Under ice-cooling, chloroform (7.3 ml) was added thereto dropwise, and the mixture was stirred for one hour. Then, the mixture was further stirred at room temperature overnight. To the reaction mixture was added 2N hydrochloric acid, and the mixture was... Starting materials: N#Cc1ccc(Br)cn1, O=C([O-])[O-], CNC1CCCCC1NC, CN1CCCC1=O, [Cs+], [Cs+], [Cu]I, CC(C)(C)OC(=O)N1CCNCC1. Product: CC(C)(C)OC(=O)N1CCN(c2ccc(C#N)nc2)CC1. Reaction SMILES: [Br:1][c:2]1[cH:3][cH:4][c:5]([C:8]#[N:9])[n:6][cH:7]1.[C:23](=[O:24])([O-:25])[O-:26].[CH3:29][NH:30][CH:31]1[CH2:32][CH2:33][CH2:34][CH2:35][CH:36]1[NH:37][CH3:38].[CH3:41][N:42]1[C:43](=[O:44])[CH2:45][CH2:46][CH2:47]1.[Cs+:27].[Cs+:28].[Cu:39][I:40].[N:10]1([C:16](=[O:17])[O:18][C:19]([CH3:20])([CH3:21])[CH3:22])[CH2:11][CH2:12][NH:13][CH2:14][CH2:15]1>>[c:2]1([N:13]2[CH2:12][CH2:11][N:10]([C:16](=[O:17])[O:18][C:19]([CH3:20])([CH3:21])[CH3:22])[CH2:15][CH2:14]2)[cH:3][cH:4][c:5]([C:8]#[N:9])[n:6][cH:7]1. Starting materials: CCCCC(CC)COP(=O)OCC(CC)CCCC (DEHPA), P(OCC(CCCC)CC)(OCC(CCCC)CC)(=O)Cl (di-(2-ethylhexyl) phosphorochloridate), CCCCC(CC)COP(=O)OCC(CC)CCCC (DEHPA), C(C)C(COP(O)(O)=O)CCCC (mono-(2-ethylhexyl) phosphoric acid), Cl (HCl), Cl (HCl). The solvent is O (water), O (water). Yields the product O(P(OCC(CCCC)CC)(=O)OP(=O)(OCC(CCCC)CC)OCC(CCCC)CC)CC(CCCC)CC (tetra-(2-ethylhexyl) pyrophosphate), CCCCC(CC)COP(=O)OCC(CC)CCCC (DEHPA). RXN SMILES: [P:1](Cl)(=[O:20])([O:11][CH2:12][CH:13]([CH2:18][CH3:19])[CH2:14][CH2:15][CH2:16][CH3:17])[O:2][CH2:3][CH:4]([CH2:9][CH3:10])[CH2:5][CH2:6][CH2:7][CH3:8].[CH3:22][CH2:23][CH2:24][CH2:25][CH:26]([CH2:29][O:30][PH:31]([O:33][CH2:34][CH:35]([CH2:38][CH2:39][CH2:40][CH3:41])[CH2:36][CH3:37])=[O:32])[CH2:27][CH3:28].C(C(CCCC)C[O:46]P(=O)(O)O)C.Cl>O>[O:2]([CH2:3][CH:4]([CH2:9][CH3:10])[CH2:5][CH2:6][CH2:7][CH3:8])[P:1]([O:20][P:31]([O:33][CH2:34][CH:35]([CH2:36][CH3:37])[CH2:38][CH2:39][CH2:40][CH3:41])([O:30][CH2:29][CH:26]([CH2:27][CH3:28])[CH2:25][CH2:24][CH2:23][CH3:22])=[O:32])(=[O:46])[O:11][CH2:12][CH:13]([CH2:18][CH3:19])[CH2:14][CH2:15][CH2:16][CH3:17].[CH3:8][CH2:7][CH2:6][CH2:5][CH:4]([CH2:3][O:2][PH:1]([O:11][CH2:12][CH:13]([CH2:14][CH2:15][CH2:16][CH3:17])[CH2:18][CH3:19])=[O:20])[CH2:9][CH3:10]. Procedure details: The final major step in the process of this invention is the hydrolysis of the di-(2-ethylhexyl) phosphorochloridate to product DEHPA. This reaction is carried out using an excess amount of water over the stoichiometric amount. Dealkylation of the DEHPA to mono-(2-ethylhexyl) phosphoric acid by HCl at elevated temperatures is a side reaction that must be controlled to produce acceptable product. This dealkylation is minimized by adjusting the amount of water so that a final HCl content below abo... Reactants: CS(=O)(=O)O[C@@H](COC(C1=CC=CC=C1)(C1=CC=CC=C1)C1=CC=CC=C1)C ((R)-1-(trityloxy)propan-2-yl methanesulfonate), Cl.F[C@H]1CNCC1 ((R)-3-fluoropyrrolidine hydrochloride), C(=O)([O-])[O-].[K+].[K+] (K2CO3). The solvent is C(C)#N (acetonitrile). The product is F[C@H]1CN(CC1)[C@H](COC(C1=CC=CC=C1)(C1=CC=CC=C1)C1=CC=CC=C1)C ((R)-3-fluoro-1-((S)-1-(trityloxy)propan-2-yl)pyrrolidine). Yield: 59.1%. As a reaction SMILES: CS(O[C@H:6]([CH3:28])[CH2:7][O:8][C:9]([C:22]1[CH:27]=[CH:26][CH:25]=[CH:24][CH:23]=1)([C:16]1[CH:21]=[CH:20][CH:19]=[CH:18][CH:17]=1)[C:10]1[CH:15]=[CH:14][CH:13]=[CH:12][CH:11]=1)(=O)=O.Cl.[F:30][C@@H:31]1[CH2:35][CH2:34][NH:33][CH2:32]1.C([O-])([O-])=O.[K+].[K+]>C(#N)C>[F:30][C@@H:31]1[CH2:35][CH2:34][N:33]([C@@H:6]([CH3:28])[CH2:7][O:8][C:9]([C:22]2[CH:27]=[CH:26][CH:25]=[CH:24][CH:23]=2)([C:16]2[CH:17]=[CH:18][CH:19]=[CH:20][CH:21]=2)[C:10]2[CH:11]=[CH:12][CH:13]=[CH:14][CH:15]=2)[CH2:32]1 |f:1.2,3.4.5|. Procedure details: A mixture of (R)-1-(trityloxy)propan-2-yl methanesulfonate (1.25 g, 3.15 mmol), (R)-3-fluoropyrrolidine hydrochloride (480 mg, 3.52 mmol), and K2CO3 (1.31 g, 9.48 mmol) in acetonitrile (40 mL) was heated at reflux for 4 days. The reaction was cooled to room temperature, concentrated under reduced pressure, and diluted with DCM (100 mL). The solution was washed (50 mL sat'd NaHCO3), dried (Na2SO4), and concentrated under reduced pressure. The crude material was purified on a silica gel column to ... Reactants: IC1=NN(C2=NC=NC(=C21)N)CC2=NC1=C(N2C2=CC=CC=C2)C=CC=C1 (3-iodo-1-((1-phenyl-1H-benzo[d]imidazol-2-yl)methyl)-1H-pyrazolo[3,4-d]pyrimidin-4-amine), C(C#C)O (prop-2-yn-1-ol), O (H2O). Reagents/catalysts: [Cu]I (CuI), Cl[Pd]([P](C1=CC=CC=C1)(C2=CC=CC=C2)C3=CC=CC=C3)([P](C4=CC=CC=C4)(C5=CC=CC=C5)C6=CC=CC=C6)Cl (Pd(PPh3)2Cl2). The solvent is N(CC)CC (Et2NH). Reaction conditions: time 2 hour. The product is NC1=C2C(=NC=N1)N(N=C2C#CCO)CC2=NC1=C(N2C2=CC=CC=C2)C=CC=C1 (3-(4-amino-1-((1-phenyl-1H-benzo[d]imidazol-2-yl)methyl)-1H-pyrazolo[3,4-d]pyrimidin-3-yl)prop-2-yn-1-ol). Isolated yield 31.6%. As a reaction SMILES: I[C:2]1[C:10]2[C:5](=[N:6][CH:7]=[N:8][C:9]=2[NH2:11])[N:4]([CH2:12][C:13]2[N:17]([C:18]3[CH:23]=[CH:22][CH:21]=[CH:20][CH:19]=3)[C:16]3[CH:24]=[CH:25][CH:26]=[CH:27][C:15]=3[N:14]=2)[N:3]=1.[CH2:28]([OH:31])[C:29]#[CH:30].O>N(CC)CC.[Cu]I.Cl[Pd](Cl)([P](C1C=CC=CC=1)(C1C=CC=CC=1)C1C=CC=CC=1)[P](C1C=CC=CC=1)(C1C=CC=CC=1)C1C=CC=CC=1>[NH2:11][C:9]1[N:8]=[CH:7][N:6]=[C:5]2[N:4]([CH2:12][C:13]3[N:17]([C:18]4[CH:19]=[CH:20][CH:21]=[CH:22][CH:23]=4)[C:16]4[CH:24]=[CH:25][CH:26]=[CH:27][C:15]=4[N:14]=3)[N:3]=[C:2]([C:30]#[C:29][CH2:28][OH:31])[C:10]=12 |^1:42,61|. Procedure: A mixture of 3-iodo-1-((1-phenyl-1H-benzo[d]imidazol-2-yl)methyl)-1H-pyrazolo[3,4-d]pyrimidin-4-amine 141 (1.5 g, 3.2 mmol), prop-2-yn-1-ol (0.4 g, 6.4 mmol), CuI (0.2 g, 0.64 mmol) and Pd(PPh3)2Cl2 (0.25 g, 0.32 mmol) in Et2NH (30 mL) was stirred at 25 for 2 hrs. Then the mixture was added H2O (50 mL) and extracted with CH2Cl2 (30 mL×3). The combined organic layers were concentrated in vacuo. The residue was treated with CH2Cl2 and filtered to give 152 (400 mg, yield 32%) as a yellow solid. LCM... Starting materials: BrC=1C=C(SC1)C1=CC=NC=C1 (4-bromo-2-(4-pyridyl)thiophene), BrC=1SC=C(C1)Br (2,4-dibromothiophene), N1=CC(=CC=C1)B(O)O (pyridine-3-boronic acid). Yields the product BrC=1C=C(SC1)C=1C=NC=CC1 (4-Bromo-2-(3-pyridyl)thiophene). RXN SMILES: [Br:1][C:2]1[CH:3]=[C:4]([C:7]2[CH:12]=[CH:11]N=C[CH:8]=2)[S:5][CH:6]=1.BrC1SC=C(Br)C=1.[N:20]1C=CC=C(B(O)O)[CH:21]=1>>[Br:1][C:2]1[CH:3]=[C:4]([C:7]2[CH:8]=[N:20][CH:21]=[CH:11][CH:12]=2)[S:5][CH:6]=1. Procedure: The title compound was prepared by a method analogous to that described in Example 15 for the preparation of 4-bromo-2-(4-pyridyl)thiophene from 2,4-dibromothiophene and pyridine-3-boronic acid. The sub-title compound (2.30 g) was obtained as a pale solid, m/z 240, 242 (MH+).